Dataset: the Open Reaction Database (ORD), a public repository of structured organic reaction records. Task: describe an organic reaction: reactants, conditions, products, and yield The product is ClC1=C(C(=CC(=C1)O)Cl)NC1=C(C=CC=C1)CC(=O)O (2-[(2,6-dichloro-4-hydroxyphenyl)amino]phenylacetic acid). Reported procedure: The 2-[(2,6-dichloro-4-methoxyphenyl)amino]phenylacetic acid (0.1 mol) from example 22 was added in portions to a melt of 200 g of pyridine hydrochloride (1.75 mol) at 170° C. The mixture was heated at 180° C. for 3 h and poured onto 2000 ml of ice water while hot. The precipitated product was filtered off, washed with water, and dissolved in 1000 ml of ethyl acetate. The organic phase was washed with 200 ml of 1N HCl in water (2×100 ml) and evaporated to give N-(2,6-dichloro-4-hydroxyphenyl) ox... As a reaction SMILES: [Cl:1][C:2]1[CH:7]=[C:6]([OH:8])[CH:5]=[C:4]([Cl:9])[C:3]=1[N:10]1[C:18]2[C:13](=[CH:14][CH:15]=[CH:16][CH:17]=2)[CH2:12][C:11]1=[O:19].[OH-:20].[Na+].[OH-].[K+]>C(O)CCC>[Cl:1][C:2]1[CH:7]=[C:6]([OH:8])[CH:5]=[C:4]([Cl:9])[C:3]=1[NH:10][C:18]1[CH:17]=[CH:16][CH:15]=[CH:14][C:13]=1[CH2:12][C:11]([OH:19])=[O:20] |f:1.2,3.4|. Starting materials: ClC1=C(C(=CC(=C1)O)Cl)N1C(CC2=CC=CC=C12)=O (N-(2,6-dichloro-4-hydroxyphenyl)-oxindole), [OH-].[Na+] (NaOH), [OH-].[K+] (KOH). Run at temperature 0 celsius. Solvent: C(CCC)O (n-butanol). Reactants: C(#C)C(C1=CC(=CC=C1)OC1=CC=CC=C1)Br (α-ethynyl-m-phenoxybenzyl bromide), BrC(C(=O)O)C(C)C (α-bromoisovaleric acid), FC1=C(N)C=CC(=C1)C (2-fluoro-4-methylaniline). Product: α-ethynyl-m-phenoxybenzyl ester, FC1=C(C=CC(=C1)C)N[C@@H](C(C)C)C(=O)O (N-(2-fluoro-4-methylphenyl)valine). Reaction SMILES: Br[CH:2]([CH:6]([CH3:8])[CH3:7])[C:3]([OH:5])=[O:4].[F:9][C:10]1[CH:16]=[C:15]([CH3:17])[CH:14]=[CH:13][C:11]=1[NH2:12].C(C(Br)C1C=CC=C(OC2C=CC=CC=2)C=1)#C>>[F:9][C:10]1[CH:16]=[C:15]([CH3:17])[CH:14]=[CH:13][C:11]=1[NH:12][C@H:2]([C:3]([OH:5])=[O:4])[CH:6]([CH3:8])[CH3:7]. Procedure: N-(2-fluoro-4-methylphenyl)valine is prepared from α-bromoisovaleric acid and 2-fluoro-4-methylaniline and then reacted with α-ethynyl-m-phenoxybenzyl bromide to yield the α-ethynyl-m-phenoxybenzyl ester of N-(2-fluoro-4-methylphenyl)valine, MS m/e 431 (M+, 180). The reactants are C([O-])(O)=O.[Na+] (sodium bicarbonate), C(Cl)(Cl)Cl (chloroform), FC=1C=C(C=C(C1F)F)[C@H](CO)N1[C@@H](CCCC1=O)C#N ((S*) 1-[(R*)-1-(3,4,5-trifluorophenyl)-2-hydroxyethyl]-6-oxopiperidine-2-carbonitrile), Cl.C(C)O (hydrochloric acid ethanol). Product: OCC(C1=CC(=C(C(=C1)F)F)F)N1C(CCCC1=O)C(=O)OCC (ethyl 1-[2-hydroxy-1-(3,4,5-trifluorophenyl)ethyl]-6-oxopiperidine-2-carboxylate). RXN SMILES: [F:1][C:2]1[CH:3]=[C:4]([C@@H:10]([N:13]2[C:18](=[O:19])[CH2:17][CH2:16][CH2:15][C@H:14]2[C:20]#N)[CH2:11][OH:12])[CH:5]=[C:6]([F:9])[C:7]=1[F:8].C(=O)(O)[O-:23].[Na+].C(Cl)(Cl)Cl.Cl.[CH2:32]([OH:34])[CH3:33]>>[OH:12][CH2:11][CH:10]([N:13]1[C:18](=[O:19])[CH2:17][CH2:16][CH2:15][CH:14]1[C:20]([O:34][CH2:32][CH3:33])=[O:23])[C:4]1[CH:3]=[C:2]([F:1])[C:7]([F:8])=[C:6]([F:9])[CH:5]=1 |f:1.2,4.5|. Procedure: A solution of (S*) 1-[(R*)-1-(3,4,5-trifluorophenyl)-2-hydroxyethyl]-6-oxopiperidine-2-carbonitrile (2.0 g) in saturated hydrochloric acid-ethanol (30 mL) was stirred at room temperature for nine days. A saturated sodium bicarbonate solution and chloroform were added to the reaction solution, and the organic layer was separated. The resulting organic layer was washed with brine, dried over anhydrous magnesium sulfate, and then concentrated under reduced pressure. The residue was purified by sili... Starting materials: CO, CCN1CCN(c2nc(OC)nc(NNC(=O)C(CC3CCCC3)CN(C=O)OCc3ccccc3)c2F)CC1. The product is CCN1CCN(c2nc(OC)nc(NNC(=O)C(CC3CCCC3)CN(O)C=O)c2F)CC1. As a reaction SMILES: [CH3:41][OH:42].[CH:1]1([CH2:6][CH:7]([CH2:8][N:9]([CH:10]=[O:11])[O:12][CH2:13][c:14]2[cH:15][cH:16][cH:17][cH:18][cH:19]2)[C:20](=[O:21])[NH:22][NH:23][c:24]2[n:25][c:26]([O:39][CH3:40])[n:27][c:28]([N:31]3[CH2:32][CH2:33][N:34]([CH2:37][CH3:38])[CH2:35][CH2:36]3)[c:29]2[F:30])[CH2:2][CH2:3][CH2:4][CH2:5]1>>[CH:1]1([CH2:6][CH:7]([CH2:8][N:9]([CH:10]=[O:11])[OH:12])[C:20](=[O:21])[NH:22][NH:23][c:24]2[n:25][c:26]([O:39][CH3:40])[n:27][c:28]([N:31]3[CH2:32][CH2:33][N:34]([CH2:37][CH3:38])[CH2:35][CH2:36]3)[c:29]2[F:30])[CH2:2][CH2:3][CH2:4][CH2:5]1. Reactants: C(C=C)NC1=C2C(=NC=C1C(=O)OCC)C=NN2 (Ethyl 7-Allylamino-1H-pyrazolo[4,3-b]pyridine-6-carboxylate), [OH-].[Na+] (sodium hydroxide). Solvent: C(C)O (ethanol). The product is C(C=C)NC1=C2C(=NC=C1)C=NN2 (7-Allylamino-1H-pyrazolo[4,3-b]pyridine). As a reaction SMILES: [CH2:1]([NH:4][C:5]1[C:10](C(OCC)=O)=[CH:9][N:8]=[C:7]2[CH:16]=[N:17][NH:18][C:6]=12)[CH:2]=[CH2:3].[OH-].[Na+]>C(O)C>[CH2:1]([NH:4][C:5]1[CH:10]=[CH:9][N:8]=[C:7]2[CH:16]=[N:17][NH:18][C:6]=12)[CH:2]=[CH2:3] |f:1.2|. Procedure details: Ethyl 7-Allylamino-1H-pyrazolo[4,3-b]pyridine-6-carboxylate (D10) (1.0 g 0.004 mole) was converted to the corresponding acid by heating under reflux with a 2% sodium hydroxide solution in ethanol (50 ml). The ethanol was removed under reduced pressure, and the residue diluted with water (10 ml) and acidified to pH5 with dilute hydrochloric acid. The resulting acid was filtered and dried, m.p. 230°-232° C. The reactants are Cc1ccc(Br)c(F)c1, CON(C)C(=O)C1CC1C#N, [Li]CCCC, C1CCOC1, CCCCCC, O. Yields the product Cc1ccc(C(=O)C2CC2C#N)c(F)c1. Reaction SMILES: [Br:6][c:7]1[c:8]([F:14])[cH:9][c:10]([CH3:13])[cH:11][cH:12]1.[C:15](#[N:16])[CH:17]1[CH:18]([C:20](=[O:21])[N:22]([O:23][CH3:24])[CH3:25])[CH2:19]1.[CH2:1]([Li:2])[CH2:3][CH2:4][CH3:5].[CH2:33]1[O:34][CH2:35][CH2:36][CH2:37]1.[CH3:27][CH2:28][CH2:29][CH2:30][CH2:31][CH3:32].[OH2:26]>>[c:7]1([C:20]([CH:18]2[CH:17]([C:15]#[N:16])[CH2:19]2)=[O:21])[c:8]([F:14])[cH:9][c:10]([CH3:13])[cH:11][cH:12]1. Reactants: C1COCCN1, CC1(C)C(=O)N(c2ccc(OC(F)(F)F)c(NC(=O)CCl)c2)C(=O)N1Cc1ccncc1. The product is CC1(C)C(=O)N(c2ccc(OC(F)(F)F)c(NC(=O)CN3CCOCC3)c2)C(=O)N1Cc1ccncc1. As a reaction SMILES: [CH2:33]1[CH2:34][O:35][CH2:36][CH2:37][NH:38]1.[CH3:1][C:2]1([CH3:32])[N:3]([CH2:25][c:26]2[cH:27][cH:28][n:29][cH:30][cH:31]2)[C:4](=[O:24])[N:5]([c:8]2[cH:9][cH:10][c:11]([O:19][C:20]([F:21])([F:22])[F:23])[c:12]([NH:14][C:15]([CH2:16][Cl:17])=[O:18])[cH:13]2)[C:6]1=[O:7]>>[CH3:1][C:2]1([CH3:32])[N:3]([CH2:25][c:26]2[cH:27][cH:28][n:29][cH:30][cH:31]2)[C:4](=[O:24])[N:5]([c:8]2[cH:9][cH:10][c:11]([O:19][C:20]([F:21])([F:22])[F:23])[c:12]([NH:14][C:15]([CH2:16][N:38]3[CH2:33][CH2:34][O:35][CH2:36][CH2:37]3)=[O:18])[cH:13]2)[C:6]1=[O:7]. Reactants: CCOC(=O)c1ccc(N2CCCCC2C)c([N+](=O)[O-])c1, CO, CCOC(C)=O. Product: CCOC(=O)c1ccc(N2CCCCC2C)c(N)c1. As a reaction SMILES: [CH3:1][CH:2]1[N:3]([c:8]2[c:9]([N+:19]([O-:20])=[O:21])[cH:10][c:11]([C:12](=[O:13])[O:14][CH2:15][CH3:16])[cH:17][cH:18]2)[CH2:4][CH2:5][CH2:6][CH2:7]1.[CH3:22][OH:23].[CH3:24][CH2:25][O:26][C:27]([CH3:28])=[O:29]>>[CH3:1][CH:2]1[N:3]([c:8]2[c:9]([NH2:19])[cH:10][c:11]([C:12](=[O:13])[O:14][CH2:15][CH3:16])[cH:17][cH:18]2)[CH2:4][CH2:5][CH2:6][CH2:7]1.